Dataset: the Open Reaction Database (ORD), a public repository of structured organic reaction records. Task: describe an organic reaction: reactants, conditions, products, and yield Reactants: CCN=C=NCCCN(C)C, CCOC(C)=O, CCN(C(C)C)C(C)C, Cl, NCC(=O)N1CCN(C(=O)c2ccccc2C(F)(F)F)CC1, CN(C)C=O, O, On1nnc2ccccc21, O=C(O)c1ccc(-c2cnccn2)cc1. Product: O=C(NCC(=O)N1CCN(C(=O)c2ccccc2C(F)(F)F)CC1)c1ccc(-c2cnccn2)cc1. As a reaction SMILES: [CH3:35][CH2:36][N:37]=[C:38]=[N:39][CH2:40][CH2:41][CH2:42][N:43]([CH3:44])[CH3:45].[CH3:74][CH2:75][O:76][C:77](=[O:78])[CH3:79].[CH:1]([N:2]([CH2:3][CH3:4])[CH:5]([CH3:6])[CH3:7])([CH3:8])[CH3:9].[ClH:46].[NH2:47][CH2:48][C:49](=[O:50])[N:51]1[CH2:52][CH2:53][N:54]([C:57]([c:58]2[c:59]([C:64]([F:65])([F:66])[F:67])[cH:60][cH:61][cH:62][cH:63]2)=[O:68])[CH2:55][CH2:56]1.[O:69]=[CH:70][N:71]([CH3:72])[CH3:73].[OH2:80].[OH:25][n:26]1[c:27]2[c:28]([cH:29][cH:30][cH:31][cH:32]2)[n:33][n:34]1.[n:10]1[c:11](-[c:16]2[cH:17][cH:18][c:19]([C:20](=[O:21])[OH:22])[cH:23][cH:24]2)[cH:12][n:13][cH:14][cH:15]1>>[n:10]1[c:11](-[c:16]2[cH:17][cH:18][c:19]([C:20](=[O:22])[NH:47][CH2:48][C:49](=[O:50])[N:51]3[CH2:52][CH2:53][N:54]([C:57]([c:58]4[c:59]([C:64]([F:65])([F:66])[F:67])[cH:60][cH:61][cH:62][cH:63]4)=[O:68])[CH2:55][CH2:56]3)[cH:23][cH:24]2)[cH:12][n:13][cH:14][cH:15]1. Starting materials: [H][H] (hydrogen), C=1C=CN2C1CN(C1=C(C2)C=CC=C1)C(=O)C1=CC=C(C=C1)C1=CC(CCC1)=O (3-[4-(10,11-Dihydro-5H-pyrrolo[2,1-c][1,4]benzodiazepine-10-carbonyl)-phenyl]-cyclohex-2-enone), [Cl-].[Ce+3].[Cl-].[Cl-] (cerium (III) chloride), [BH4-].[Na+] (sodium borohydride), Cl (hydrochloric acid). The solvent is C(C)OCC (diethyl ether), CO (methanol). Yields the product C=1C=CN2C1CN(C1=C(C2)C=CC=C1)C(=O)C1=CC=C(C=C1)C1=CC(CCC1)O ((10,11-Dihydro-5H-pyrrolo[2,1-c][1,4]benzodiazepin-10-yl)-[4-(3-hydroxy-cyclohex-1-en-1-yl)-phenyl]-methanone). The yield is 99.7%. As a reaction SMILES: [CH:1]1[CH:2]=[CH:3][N:4]2[CH2:10][C:9]3[CH:11]=[CH:12][CH:13]=[CH:14][C:8]=3[N:7]([C:15]([C:17]3[CH:22]=[CH:21][C:20]([C:23]4[CH2:28][CH2:27][CH2:26][C:25](=[O:29])[CH:24]=4)=[CH:19][CH:18]=3)=[O:16])[CH2:6][C:5]=12.[Cl-].[Ce+3].[Cl-].[Cl-].[BH4-].[Na+].[H][H].Cl>CO.C(OCC)C>[CH:1]1[CH:2]=[CH:3][N:4]2[CH2:10][C:9]3[CH:11]=[CH:12][CH:13]=[CH:14][C:8]=3[N:7]([C:15]([C:17]3[CH:18]=[CH:19][C:20]([C:23]4[CH2:28][CH2:27][CH2:26][CH:25]([OH:29])[CH:24]=4)=[CH:21][CH:22]=3)=[O:16])[CH2:6][C:5]=12 |f:1.2.3.4,5.6|. Procedure: 3-[4-(10,11-Dihydro-5H-pyrrolo[2,1-c][1,4]benzodiazepine-10-carbonyl)-phenyl]-cyclohex-2-enone of Example 24 (0.100 g, 0.261 mmol) and cerium (III) chloride (0.064 g, 0.261 mmol) were dissolved in methanol (1.3 mL) followed by addition of solid sodium borohydride (0.010 g, 0.261 mmol). After hydrogen evolution ceased (approximately 5 minutes), 0.1 N hydrochloric acid (50 mL) was added and the resulting mixture extracted with ethyl acetate. The extract was dried over anhydrous magnesium sulfate, ... The reactants are [Mg] (magnesium), BrC=1C=C(C=CC1)OC (3-bromoanisole), II (iodine), C1(C=CCCC1)=O (2-cyclohexen-1-one), Cl (hydrochloric acid). The reagents and catalysts are [Cu]Br (copper (I) bromide). Solvent: O1CCCC1 (tetrahydrofuran), O1CCCC1 (tetrahydrofuran). Product: Grignard reagent, COC=1C=C(C=CC1)C1CC(CCC1)=O (3-(3-methoxyphenyl)cyclohexanone). Isolated yield 47.6%. Reaction SMILES: [Mg].Br[C:3]1[CH:4]=[C:5]([O:9][CH3:10])[CH:6]=[CH:7][CH:8]=1.II.[C:13]1(=[O:19])[CH2:18][CH2:17][CH2:16][CH:15]=[CH:14]1.Cl>O1CCCC1.[Cu]Br>[CH3:10][O:9][C:5]1[CH:4]=[C:3]([CH:15]2[CH2:16][CH2:17][CH2:18][C:13](=[O:19])[CH2:14]2)[CH:8]=[CH:7][CH:6]=1. Reported procedure: Grignard reagent was prepared from magnesium (2.8 g) and 3-bromoanisole (22.0 g) in tetrahydrofuran (50 ml) in the presence of iodine, and a catalytic amount of copper (I) bromide (CuBr, 0.83 g) was added thereto. A tetrahydrofuran (10 ml) solution containing 2-cyclohexen-1-one (9.6 g) was also added dropwise while stirring on ice. After stirring at room temperature for 3 hours, hydrochloric acid was added, and extraction was performed with ethyl acetate. After drying with anhydrous magnesium su... The reactants are [N+](=O)([O-])C=1C=C(C(=O)OCCCCCCCCCCCOC2=C(C=C(C=C2)\C=C(/C#N)\C2=CC3=C(OCO3)C=C2)OC)C=C(C1)[N+](=O)[O-] (11-{4-[(Z)-2-(1,3-benzodioxol-5-yl)-2-cyanoethenyl]-2-methoxyphenoxy}undecyl 3,5-dinitrobenzoate), ferric chloride hexahydrate. The reagents and catalysts are [Zn] (zinc). Run in CN(C)C=O (DMF), O (water). The product is NC=1C=C(C(=O)OCCCCCCCCCCCOC2=C(C=C(C=C2)\C=C(/C#N)\C2=CC3=C(OCO3)C=C2)OC)C=C(C1)N (11-{4-[(Z)-2-(1,3-benzodioxol-5-yl)-2-cyanoethenyl]-2-methoxyphenoxy}undecyl 3,5-diaminobenzoate). Isolated yield 61.4%. As a reaction SMILES: [N+:1]([C:4]1[CH:5]=[C:6]([CH:43]=[C:44]([N+:46]([O-])=O)[CH:45]=1)[C:7]([O:9][CH2:10][CH2:11][CH2:12][CH2:13][CH2:14][CH2:15][CH2:16][CH2:17][CH2:18][CH2:19][CH2:20][O:21][C:22]1[CH:27]=[CH:26][C:25](/[CH:28]=[C:29](/[C:32]2[CH:40]=[CH:39][C:35]3[O:36][CH2:37][O:38][C:34]=3[CH:33]=2)\[C:30]#[N:31])=[CH:24][C:23]=1[O:41][CH3:42])=[O:8])([O-])=O>CN(C=O)C.O.[Zn]>[NH2:46][C:44]1[CH:43]=[C:6]([CH:5]=[C:4]([NH2:1])[CH:45]=1)[C:7]([O:9][CH2:10][CH2:11][CH2:12][CH2:13][CH2:14][CH2:15][CH2:16][CH2:17][CH2:18][CH2:19][CH2:20][O:21][C:22]1[CH:27]=[CH:26][C:25](/[CH:28]=[C:29](/[C:32]2[CH:40]=[CH:39][C:35]3[O:36][CH2:37][O:38][C:34]=3[CH:33]=2)\[C:30]#[N:31])=[CH:24][C:23]=1[O:41][CH3:42])=[O:8]. Reported procedure: 5 g (7.6 mmol) of 11-{4-[(Z)-2-(1,3-benzodioxol-5-yl)-2-cyanoethenyl]-2-methoxyphenoxy}undecyl 3,5-dinitrobenzoate are dissolved in a mixture of 84 ml of DMF and 9 ml of water. 15.7 g (58 mmol) of ferric chloride hexahydrate are added. 6.31 g (97 mmol) of zinc powder are added portionwise within 30 min. The mixture is allowed to react for 2 hours. The reaction mixture is then partitioned between ethyl acetate and water and filtered. The organic phase is washed repeatedly with water, dried over s... The reactants are C(CCC)C1=NOC(=C1)C1=CC=C(C(=O)NCC2C(CCC2)(C)C)C=C1 (4-(3-Butyl-5-isoxazolyl)-N-[(2,2-dimethylcyclopentyl)-methyl]benzamide), C(CCCCC)OC1=CC=C(N)C=C1 (4-Hexyloxyaniline), C(CCC)C1=NOC(=C1)C1=CC=C(C(=O)NCC2C(CCC2)(C)C)C=C1 (4-(3-Butyl-5-isoxazolyl)-N-[(2,2-dimethylcyclopentyl)-methyl]benzamide), NN (hydrazine). Yields the product C(C)OC(C1=CC=C(C=C1)C1=CC(=NN1)CCCC)=O (4-(3-Butyl-1H-pyrazol-5-yl)benzoic Acid Ethyl Ester). RXN SMILES: [CH2:1]([O:7]C1C=CC(N)=CC=1)[CH2:2]CCCC.[CH2:15]([C:19]1[CH:23]=[C:22]([C:24]2[CH:40]=[CH:39][C:27]([C:28](NCC3CCCC3(C)C)=[O:29])=[CH:26][CH:25]=2)O[N:20]=1)[CH2:16][CH2:17][CH3:18].[NH2:41]N>>[CH2:1]([O:7][C:28](=[O:29])[C:27]1[CH:26]=[CH:25][C:24]([C:22]2[NH:41][N:20]=[C:19]([CH2:15][CH2:16][CH2:17][CH3:18])[CH:23]=2)=[CH:40][CH:39]=1)[CH3:2]. Reported procedure: This title compound was prepared from compound 1 (title A compound of Example 49) and hydrazine by a similar procedure as described for the title B compound of Example 49.